From a dataset of the Open Reaction Database (ORD), a public repository of structured organic reaction records. describe an organic reaction: reactants, conditions, products, and yield The reactants are C([O-])([O-])=O.[K+].[K+] (potassium carbonate), ClC1=C(C=C(C=C1)C1=CC(=C(C=C1)O)C1=CN=NC=C1)C(F)(F)F (4′-Chloro-3-(pyridazin-4-yl)-3′-(trifluoromethyl)biphenyl-4-ol), ClC=1C(=CC(=C(C1)S(=O)(=O)N(C=1SC=NN1)CC1=C(C=C(C=C1)OC)OC)F)F (5-chloro-N-(2,4-dimethoxybenzyl)-2,4-difluoro-N-(1,3,4-thiadiazol-2-yl)benzenesulfonamide). Solvent: CS(=O)C (DMSO). Reaction conditions: time 3 hour. Yields the product ClC=1C(=CC(=C(C1)S(=O)(=O)N(C=1SC=NN1)CC1=C(C=C(C=C1)OC)OC)F)OC1=C(C=C(C=C1)C1=CC(=C(C=C1)Cl)C(F)(F)F)C1=CN=NC=C1 (5-chloro-4-{[4′-chloro-3-pyridazin-4-yl-3′-(trifluoromethyl)biphenyl-4-yl]oxy}-N-(2,4-dimethoxybenzyl)-2-fluoro-N-1,3,4-thiadiazol-2-ylbenzenesulfonamide). Yield: 68.0%. Reaction SMILES: [Cl:1][C:2]1[CH:7]=[CH:6][C:5]([C:8]2[CH:13]=[CH:12][C:11]([OH:14])=[C:10]([C:15]3[CH:20]=[CH:19][N:18]=[N:17][CH:16]=3)[CH:9]=2)=[CH:4][C:3]=1[C:21]([F:24])([F:23])[F:22].C(=O)([O-])[O-].[K+].[K+].[Cl:31][C:32]1[C:33](F)=[CH:34][C:35]([F:58])=[C:36]([S:38]([N:41]([CH2:47][C:48]2[CH:53]=[CH:52][C:51]([O:54][CH3:55])=[CH:50][C:49]=2[O:56][CH3:57])[C:42]2[S:43][CH:44]=[N:45][N:46]=2)(=[O:40])=[O:39])[CH:37]=1>CS(C)=O>[Cl:31][C:32]1[C:33]([O:14][C:11]2[CH:12]=[CH:13][C:8]([C:5]3[CH:6]=[CH:7][C:2]([Cl:1])=[C:3]([C:21]([F:22])([F:24])[F:23])[CH:4]=3)=[CH:9][C:10]=2[C:15]2[CH:20]=[CH:19][N:18]=[N:17][CH:16]=2)=[CH:34][C:35]([F:58])=[C:36]([S:38]([N:41]([CH2:47][C:48]2[CH:53]=[CH:52][C:51]([O:54][CH3:55])=[CH:50][C:49]=2[O:56][CH3:57])[C:42]2[S:43][CH:44]=[N:45][N:46]=2)(=[O:39])=[O:40])[CH:37]=1 |f:1.2.3|. Procedure details: 4′-Chloro-3-(pyridazin-4-yl)-3′-(trifluoromethyl)biphenyl-4-ol (Preparation 56, 88 mg, 0.25 mmol) was dissolved in DMSO (1 mL), potassium carbonate (69 mg, 0.5 mmol) was added followed by 5-chloro-N-(2,4-dimethoxybenzyl)-2,4-difluoro-N-(1,3,4-thiadiazol-2-yl)benzenesulfonamide (Preparation 16, 127 mg, 0.27 mmol). The reaction was stirred at room temperature for 3 hours and then partitioned between ethyl acetate (50 mL) and water (50 mL). The organic phase was separated and washed with water (2×5... The reactants are COC(=O)c1ccc(Br)nc1, CC(C)C[Al+]CC(C)C, CCC(C)=O, Cc1ccccc1, CO, [H-], [Na+], C1CCOC1, [OH-], O. The product is OCc1ccc(Br)nc1. Reaction SMILES: [Br:1][c:2]1[n:3][cH:4][c:5]([C:6](=[O:7])[O:8][CH3:9])[cH:10][cH:11]1.[CH2:13]([Al+:14][CH2:15][CH:16]([CH3:17])[CH3:18])[CH:19]([CH3:20])[CH3:21].[CH2:22]([C:23]([CH3:24])=[O:25])[CH3:26].[CH3:34][c:35]1[cH:36][cH:37][cH:38][cH:39][cH:40]1.[CH3:42][OH:43].[H-:12].[Na+:28].[O:29]1[CH2:30][CH2:31][CH2:32][CH2:33]1.[OH-:27].[OH2:41]>>[Br:1][c:2]1[n:3][cH:4][c:5]([CH2:6][OH:7])[cH:10][cH:11]1. The reactants are C1CCCCC1, CCN(CC)C(=O)c1ccc(OC)c(OCc2ccccc2)c1, C1CCOC1, CN(C)CCN(C)C, CCCCCC, [Li]C(C)CC, CN(C)C=O. The product is CCN(CC)C(=O)c1ccc(OC)c(OCc2ccccc2)c1C=O. As a reaction SMILES: [CH2:12]1[CH2:13][CH2:14][CH2:15][CH2:16][CH2:17]1.[CH2:18]([c:19]1[cH:20][cH:21][cH:22][cH:23][cH:24]1)[O:25][c:26]1[cH:27][c:28]([C:29](=[O:30])[N:31]([CH2:32][CH3:33])[CH2:34][CH3:35])[cH:36][cH:37][c:38]1[O:39][CH3:40].[CH2:54]1[O:55][CH2:56][CH2:57][CH2:58]1.[CH3:41][N:42]([CH3:43])[CH2:44][CH2:45][N:46]([CH3:47])[CH3:48].[CH3:6][CH2:7][CH2:8][CH2:9][CH2:10][CH3:11].[CH:1]([Li:2])([CH2:3][CH3:4])[CH3:5].[O:49]=[CH:50][N:51]([CH3:52])[CH3:53]>>[CH2:18]([c:19]1[cH:20][cH:21][cH:22][cH:23][cH:24]1)[O:25][c:26]1[c:27]([CH:50]=[O:49])[c:28]([C:29](=[O:30])[N:31]([CH2:32][CH3:33])[CH2:34][CH3:35])[cH:36][cH:37][c:38]1[O:39][CH3:40]. Starting materials: IC=1C=C(CCO)C=CC1 (3-iodophenethyl alcohol), Br (hydrobromic acid). Solvent: O (water). Reaction conditions: time 8 hour. The product is IC=1C=C(CCBr)C=CC1 (3-Iodophenethyl bromide). The yield is 73.0%. Reaction SMILES: [I:1][C:2]1[CH:3]=[C:4]([CH:8]=[CH:9][CH:10]=1)[CH2:5][CH2:6]O.[BrH:11]>O>[I:1][C:2]1[CH:3]=[C:4]([CH:8]=[CH:9][CH:10]=1)[CH2:5][CH2:6][Br:11]. Procedure details: A mixture of 3-iodophenethyl alcohol (see Preparation 26) (1.2 g) and 48% aqueous hydrobromic acid (20 ml) was stirred at room temperature for 8 hours, poured into water and extracted into methylene chloride. The organic extracts were washed with saturated aqueous sodium hydrogen carbonate solution and water, dried over sodium sulphate and evaporated to give the title compound as a pale brown oil (1.1 g, 73%), which was characterised by its 1H-n.m.r. spectrum. The reactants are NC=1C(N(C(N(C1N)CC)=O)CC)=O (5,6-diamino-1,3-diethyluracil), ClC1=C(C=CC(=O)O)C=CC(=C1OC)OC (2-chloro-3,4-dimethoxycinnamic acid). Yields the product ClC1=C(/C=C/C2=NC=3N(C(N(C(C3N2)=O)CC)=O)CC)C=CC(=C1OC)OC ((E)-8-(2-Chloro-3,4-dimethoxystyryl)-1,3-diethylxanthine). Yield: 53.6%. As a reaction SMILES: [NH2:1][C:2]1[C:3](=[O:14])[N:4]([CH2:12][CH3:13])[C:5](=[O:11])[N:6]([CH2:9][CH3:10])[C:7]=1[NH2:8].[Cl:15][C:16]1[C:26]([O:27][CH3:28])=[C:25]([O:29][CH3:30])[CH:24]=[CH:23][C:17]=1[CH:18]=[CH:19][C:20](O)=O>>[Cl:15][C:16]1[C:26]([O:27][CH3:28])=[C:25]([O:29][CH3:30])[CH:24]=[CH:23][C:17]=1/[CH:18]=[CH:19]/[C:20]1[NH:1][C:2]2[C:3](=[O:14])[N:4]([CH2:12][CH3:13])[C:5](=[O:11])[N:6]([CH2:9][CH3:10])[C:7]=2[N:8]=1. Procedure details: Substantially the same procedure as in Example 7 was repeated using 2.00 g (10.1 mmol) of 5,6-diamino-1,3-diethyluracil and 2.94 g (12.1 mmol) of 2-chloro-3,4-dimethoxycinnamic acid. Then, the resultant crude crystals were recrystallized from 2-propanol/water to give 2.19 g (yield 54%) of Compound 112 as pale yellow needles.